From a dataset of the Open Reaction Database (ORD), a public repository of structured organic reaction records. describe an organic reaction: reactants, conditions, products, and yield Starting materials: ClCCCN1C(OC2=C1C=CC(=C2)[N+](=O)[O-])=O (3-(3-chloro-propyl)-6-nitro-3H-benzoxazol-2-one). The solvent is C(C)(C)O (isopropyl alcohol). Product: C(C)(C)OC(=O)N1CCCOC2=C1C=CC(=C2)[N+](=O)[O-] (3-Nitro-7,8-dihydro-6H-5-oxa-9-aza-benzocycloheptene-9-carboxylic acid isopropyl ester), oil. The yield is 63.0%. RXN SMILES: Cl[CH2:2][CH2:3][CH2:4][N:5]1[C:9]2[CH:10]=[CH:11][C:12]([N+:14]([O-:16])=[O:15])=[CH:13][C:8]=2[O:7][C:6]1=[O:17]>C(O)(C)C>[CH:8]([O:7][C:6]([N:5]1[C:9]2[CH:10]=[CH:11][C:12]([N+:14]([O-:16])=[O:15])=[CH:13][C:8]=2[O:7][CH2:2][CH2:3][CH2:4]1)=[O:17])([CH3:13])[CH3:9]. Procedure: 3-Nitro-7,8-dihydro-6H-5-oxa-9-aza-benzocycloheptene-9-carboxylic acid isopropyl ester was prepared from 3-(3-chloro-propyl)-6-nitro-3H-benzoxazol-2-one and isopropyl alcohol in an analogous manner to Example 1426a. Product isolated as a yellow oil (413 mg, 63%). LCMS (m/e) 281 (M+H); 1H-NMR (CDCl3, 400 MHz) δ 7.89-7.81 (m, 2H), 7.55-7.35 (m, 1H), 5.10-4.96 (m, 1H), 4.24 (t, 2H, J=5.5 Hz), 3.85 (t, 2H, J=5.6 Hz), 2.20-2.09 (m, 2H), 1.27 (d, 6H, J=5.7 Hz). As a reaction SMILES: [CH:1]1[C:6]2[CH2:7][C@H:8]3[N:13]([CH2:14]C4CC4)[CH2:12][CH2:11][C@:10]45[C@H:18]([C:20]([CH2:22][CH2:23][C@@:9]34[OH:24])=[O:21])[O:19][C:4]([C:5]=25)=[C:3]([OH:25])[CH:2]=1.COC1C=CC2C[C@H]3NCC[C@]45[C@H](C(CC[C@@]34O)=O)OC=1C=25.[CH3:48][O:49][C:50]1[CH:73]=[CH:72][C:53]2[CH2:54][C@H:55]3[N:60]([CH2:61]C4CC4)[CH2:59][CH2:58][C@:57]45[C@H:65]([C:67]([CH2:69][CH2:70][C@@:56]34[OH:71])=[O:68])[O:66][C:51]=1[C:52]=25.CN1[C@@H]2CC3C=CC(OC)=C4O[C@H]5C(CC[C@]2(O)[C@]5(C=34)CC1)=O.CN1[C@@H]2CC3C=CC(O)=C4O[C@H]5C(C=C[C@]2(O)[C@]5(C=34)CC1)=O>>[CH3:61][N:60]1[C@@H:55]2[CH2:54][C:53]3[CH:72]=[CH:73][C:50]([O:49][CH3:48])=[C:51]4[O:66][C@H:65]5[C:67]([CH2:69][CH2:70][C@:56]2([OH:71])[C@:57]5([C:52]=34)[CH2:58][CH2:59]1)=[O:68].[CH3:14][N:13]1[C@@H:8]2[CH2:7][C:6]3=[CH:1][CH:2]=[C:3]([OH:25])[C:4]4[O:19][C@H:18]5[C:20]([CH2:22][CH2:23][C@:9]2([OH:24])[C@:10]5([C:5]=43)[CH2:11][CH2:12]1)=[O:21]. Reactants: CN1CC[C@]23C4=C5C=CC(=C4O[C@H]2C(=O)CC[C@]3([C@H]1C5)O)OC (oxycodone), COC1=C2C3=C(C[C@@H]4[C@]5([C@]3(CCN4CC6CC6)[C@@H](O2)C(=O)CC5)O)C=C1 (N-cyclopropylmethylnoroxycodone), C1=CC(=C2C3=C1C[C@@H]4[C@]5([C@]3(CCN4CC6CC6)[C@@H](O2)C(=O)CC5)O)O (naltrexone), C1=CC(=C2C3=C1C[C@@H]4[C@]5([C@]3(CCN4CC6CC6)[C@@H](O2)C(=O)CC5)O)O (naltrexone), COC1=C2C3=C(C[C@@H]4[C@]5([C@]3(CCN4)[C@@H](O2)C(=O)CC5)O)C=C1 (noroxycodone), CN1CC[C@]23[C@@H]4C(=O)C=C[C@]2([C@H]1CC5=C3C(=C(C=C5)O)O4)O (noroxymorphone). Reported procedure: It has been our surprising finding that making naltrexone via noroxycodone and N-cyclopropylmethylnoroxycodone is more efficient (circa 54% overall from oxycodone) than proceeding via noroxymorphone to naltrexone even when produced by the novel procedures of the present invention (43% overall from oxycodone via oxymorphone). Both procedures are more than twice as efficient as the procedures of the art which produce noroxymorphone from oxycodone via oxymorphone (Seki, Takamine Kenkyusho Nempo, 12... The product is CN1CC[C@]23C4=C5C=CC(=C4O[C@H]2C(=O)CC[C@]3([C@H]1C5)O)OC (oxycodone), CN1CC[C@]23C=4C5=CC=C(C4O[C@H]2C(=O)CC[C@]3([C@H]1C5)O)O (oxymorphone). The product is Fc1cnc(Cl)nc1C#Cc1cccc(Br)c1. RXN SMILES: [Br:10][c:11]1[cH:12][c:13]([C:17]#[CH:18])[cH:14][cH:15][cH:16]1.[CH2:19]1[O:20][CH2:21][CH2:22][CH2:23]1.[Cl:1][c:2]1[n:3][cH:4][c:5]([F:9])[c:6]([Cl:8])[n:7]1.[Cu:24][I:25]>>[Cl:1][c:2]1[n:3][cH:4][c:5]([F:9])[c:6]([C:18]#[C:17][c:13]2[cH:12][c:11]([Br:10])[cH:16][cH:15][cH:14]2)[n:7]1. Starting materials: C#Cc1cccc(Br)c1, C1CCOC1, Fc1cnc(Cl)nc1Cl, [Cu]I.